This data is from the Open Reaction Database (ORD), a public repository of structured organic reaction records. The task is: describe an organic reaction: reactants, conditions, products, and yield Reactants: O=C([O-])[O-], CC(C)=O, CCI, [K+], [K+], C1COCCOCCOCCOCCOCCO1, OCc1cc(O)cc(Oc2ccc(C(F)(F)F)cn2)c1. The product is CCOc1cc(CO)cc(Oc2ccc(C(F)(F)F)cn2)c1. As a reaction SMILES: [C:24](=[O:25])([O-:26])[O-:27].[CH3:48][C:49](=[O:50])[CH3:51].[I:21][CH2:22][CH3:23].[K+:28].[K+:29].[O:30]1[CH2:31][CH2:32][O:33][CH2:34][CH2:35][O:36][CH2:37][CH2:38][O:39][CH2:40][CH2:41][O:42][CH2:43][CH2:44][O:45][CH2:46][CH2:47]1.[OH:1][CH2:2][c:3]1[cH:4][c:5]([OH:20])[cH:6][c:7]([O:9][c:10]2[n:11][cH:12][c:13]([C:16]([F:17])([F:18])[F:19])[cH:14][cH:15]2)[cH:8]1>>[OH:1][CH2:2][c:3]1[cH:4][c:5]([O:20][CH2:22][CH3:23])[cH:6][c:7]([O:9][c:10]2[n:11][cH:12][c:13]([C:16]([F:17])([F:18])[F:19])[cH:14][cH:15]2)[cH:8]1. Reactants: Cc1ccc(CN2CCNCC2)cc1, CC(C)OC(C)C, Clc1cc(-c2ccccc2)ccn1, Clc1ccc(Cl)c(Cl)c1. Yields the product Cc1ccc(CN2CCN(c3cc(-c4ccccc4)ccn3)CC2)cc1. As a reaction SMILES: [CH3:14][c:15]1[cH:16][cH:17][c:18]([CH2:19][N:20]2[CH2:21][CH2:22][NH:23][CH2:24][CH2:25]2)[cH:26][cH:27]1.[CH:28]([O:29][CH:30]([CH3:31])[CH3:32])([CH3:33])[CH3:34].[Cl:1][c:2]1[n:3][cH:4][cH:5][c:6](-[c:8]2[cH:9][cH:10][cH:11][cH:12][cH:13]2)[cH:7]1.[Cl:35][c:36]1[cH:37][c:38]([Cl:39])[c:40]([Cl:41])[cH:42][cH:43]1>>[c:2]1([N:23]2[CH2:22][CH2:21][N:20]([CH2:19][c:18]3[cH:17][cH:16][c:15]([CH3:14])[cH:27][cH:26]3)[CH2:25][CH2:24]2)[n:3][cH:4][cH:5][c:6](-[c:8]2[cH:9][cH:10][cH:11][cH:12][cH:13]2)[cH:7]1.